From a dataset of the Open Reaction Database (ORD), a public repository of structured organic reaction records. describe an organic reaction: reactants, conditions, products, and yield Starting materials: BrB(Br)Br, CCc1ccc(Cc2cc(Br)c(OC)cc2Cl)cc1, ClCCl. Yields the product CCc1ccc(Cc2cc(Br)c(O)cc2Cl)cc1. Reaction SMILES: [B:20]([Br:21])([Br:22])[Br:23].[Br:1][c:2]1[c:3]([O:18][CH3:19])[cH:4][c:5]([Cl:17])[c:6]([CH2:8][c:9]2[cH:10][cH:11][c:12]([CH2:15][CH3:16])[cH:13][cH:14]2)[cH:7]1.[Cl:24][CH2:25][Cl:26]>>[Br:1][c:2]1[c:3]([OH:18])[cH:4][c:5]([Cl:17])[c:6]([CH2:8][c:9]2[cH:10][cH:11][c:12]([CH2:15][CH3:16])[cH:13][cH:14]2)[cH:7]1.